Dataset: the Open Reaction Database (ORD), a public repository of structured organic reaction records. Task: describe an organic reaction: reactants, conditions, products, and yield Reactants: CN(C)C#N, Cl, Nc1ccccc1N1CCOCC1. The product is CN(C)C(N)=Nc1ccccc1N1CCOCC1. RXN SMILES: [CH3:15][N:16]([C:17]#[N:18])[CH3:19].[ClH:1].[NH2:2][c:3]1[c:4]([N:9]2[CH2:10][CH2:11][O:12][CH2:13][CH2:14]2)[cH:5][cH:6][cH:7][cH:8]1>>[N:2]([c:3]1[c:4]([N:9]2[CH2:10][CH2:11][O:12][CH2:13][CH2:14]2)[cH:5][cH:6][cH:7][cH:8]1)=[C:17]([N:16]([CH3:15])[CH3:19])[NH2:18]. Reactants: CO, CCOCC, [Cl-], CCOC(=O)CCC1CC(=O)C1(Cl)Cl, [NH4+], [Zn]. Yields the product CCOC(=O)CCC1CC(=O)C1. Reaction SMILES: [CH3:17][OH:18].[CH3:19][CH2:20][O:21][CH2:22][CH3:23].[Cl-:15].[Cl:1][C:2]1([Cl:14])[CH:3]([CH2:7][CH2:8][C:9](=[O:10])[O:11][CH2:12][CH3:13])[CH2:4][C:5]1=[O:6].[NH4+:16].[Zn:24]>>[CH2:2]1[CH:3]([CH2:7][CH2:8][C:9](=[O:10])[O:11][CH2:12][CH3:13])[CH2:4][C:5]1=[O:6].